From a dataset of the Open Reaction Database (ORD), a public repository of structured organic reaction records. describe an organic reaction: reactants, conditions, products, and yield The reactants are NC1=C(C=C(OC2=C(C(=NC=C2)N)N(C(OCC)=O)C)C=C1)F (Ethyl 4-(4-amino-3-fluorophenoxy)-2-aminopyridin-3-yl-methyl-carbamate), CC[O-].[Na+] (EtONa), [Na] (sodium). Reported procedure: Ethyl 4-(4-amino-3-fluorophenoxy)-2-aminopyridin-3-yl-methyl-carbamate (7a) (320 mg, 1.0 mmol) was suspended in a solution of EtONa in EtOH (4 mL), obtained from dissolving sodium (480 mg, 21 mmol) in ethanol (9 mL). The suspension was heated under microwave irradiation for 1 hour (100° C., 100 W). The mixture was cooled at room temperature and the solvent was evaporated. The residue was dissolved in water and was acidified with AcOH to pH 4. The precipitate formed was recovered by filtration, t... The product is NC1=C(C=C(OC2=C3C(=NC=C2)NC(N3C)=O)C=C1)F (7-(4-Amino-3-fluorophenoxy)-1-N-methyl-1H-imidazo[4,5-b]pyridin-2(3H)-one). Conditions: temperature 100 celsius. Reaction SMILES: [NH2:1][C:2]1[CH:22]=[CH:21][C:5]([O:6][C:7]2[CH:12]=[CH:11][N:10]=[C:9]([NH2:13])[C:8]=2[N:14]([CH3:20])[C:15](=O)[O:16]CC)=[CH:4][C:3]=1[F:23].CC[O-].[Na+].[Na]>CCO>[NH2:1][C:2]1[CH:22]=[CH:21][C:5]([O:6][C:7]2[CH:12]=[CH:11][N:10]=[C:9]3[NH:13][C:15](=[O:16])[N:14]([CH3:20])[C:8]=23)=[CH:4][C:3]=1[F:23] |f:1.2,^1:27|. Solvent: CCO (EtOH), C(C)O (ethanol). Reactants: CC(=O)Nc1c2c(nn1-c1c(Cl)cc(C(F)(F)F)cc1Cl)CSC2, ClCCl, [Na+], O=C([O-])O, O=C(OO)c1cccc(Cl)c1. Product: CC(=O)Nc1c2c(nn1-c1c(Cl)cc(C(F)(F)F)cc1Cl)CS(=O)C2. As a reaction SMILES: [Cl:1][c:2]1[c:3](-[n:13]2[n:14][c:15]3[c:16]([c:17]2[NH:18][C:19]([CH3:20])=[O:21])[CH2:22][S:23][CH2:24]3)[c:4]([Cl:12])[cH:5][c:6]([C:8]([F:9])([F:10])[F:11])[cH:7]1.[Cl:41][CH2:42][Cl:43].[Na+:40].[O-:36][C:37]([OH:38])=[O:39].[OH:25][O:26][C:27]([c:28]1[cH:29][c:30]([Cl:31])[cH:32][cH:33][cH:34]1)=[O:35]>>[Cl:1][c:2]1[c:3](-[n:13]2[n:14][c:15]3[c:16]([c:17]2[NH:18][C:19]([CH3:20])=[O:21])[CH2:22][S:23](=[O:25])[CH2:24]3)[c:4]([Cl:12])[cH:5][c:6]([C:8]([F:9])([F:10])[F:11])[cH:7]1. The reactants are ClC1=NC(=CC=C1[N+](=O)[O-])Cl (2,6-dichloro-3-nitropyridine), C([O-])([O-])=O.[K+].[K+] (potassium carbonate), N[C@@H](CO)C1=CC=C(C=C1)F ((R)-2-amino-2-(4-fluoro phenyl)ethanol). The solvent is C(C)#N (acetonitrile). Conditions: temperature 25 celsius, time 18 hour. Product: ClC1=CC=C(C(=N1)N[C@@H](CO)C1=CC=C(C=C1)F)[N+](=O)[O-] ((R)-2-(6-Chloro-3-nitropyridin-2-ylamino)-2-(4-fluorophenyl)ethanol). Isolated yield 51.1%. As a reaction SMILES: Cl[C:2]1[C:7]([N+:8]([O-:10])=[O:9])=[CH:6][CH:5]=[C:4]([Cl:11])[N:3]=1.C(=O)([O-])[O-].[K+].[K+].[NH2:18][C@H:19]([C:22]1[CH:27]=[CH:26][C:25]([F:28])=[CH:24][CH:23]=1)[CH2:20][OH:21]>C(#N)C>[Cl:11][C:4]1[N:3]=[C:2]([NH:18][C@H:19]([C:22]2[CH:27]=[CH:26][C:25]([F:28])=[CH:24][CH:23]=2)[CH2:20][OH:21])[C:7]([N+:8]([O-:10])=[O:9])=[CH:6][CH:5]=1 |f:1.2.3|. Reported procedure: To a mixture of 2,6-dichloro-3-nitropyridine (0.933 g, 4.83 mmol) and potassium carbonate (0.58 g, 4.19 mmol) in anhydrous acetonitrile (10 ml) was added (R)-2-amino-2-(4-fluoro phenyl)ethanol (1.00 g, 7.19 mmol) at 0° C. The resulting reaction mixture was stirred at 25° C. for 18 hours. The solid was removed by filtration and washed with EtOAc (20 ml). After evaporation of the solvent, the resulting residue was purified by column chromatography (hexane-EtOAc=5:1) to give the title compound as a...